Dataset: the Open Reaction Database (ORD), a public repository of structured organic reaction records. Task: describe an organic reaction: reactants, conditions, products, and yield Reactants: C1(=CC=CC=C1)S(=O)(=O)N1C=CC2=C1C(CNCC2)C2=CC=CC=C2 (1-phenylsulphonyl-1,4,5,6,7,8-hexahydro-8-phenylpyrrolo[2,3-d]azepine), C(=O)O (formic acid), C=O (formaldehyde). Run in CN(C=O)C (dimethylformamide). Product: C1(=CC=CC=C1)S(=O)(=O)N1C=CC2=C1C(CN(CC2)C)C2=CC=CC=C2 (1-Phenylsulphonyl-1,4,5,6,7,8-hexahydro-6-methyl-8-phenylpyrrolo[2,3-d]azepine). As a reaction SMILES: [C:1]1([S:7]([N:10]2[C:14]3[CH:15]([C:20]4[CH:25]=[CH:24][CH:23]=[CH:22][CH:21]=4)[CH2:16][NH:17][CH2:18][CH2:19][C:13]=3[CH:12]=[CH:11]2)(=[O:9])=[O:8])[CH:6]=[CH:5][CH:4]=[CH:3][CH:2]=1.[CH:26](O)=O.C=O>CN(C)C=O>[C:1]1([S:7]([N:10]2[C:14]3[CH:15]([C:20]4[CH:21]=[CH:22][CH:23]=[CH:24][CH:25]=4)[CH2:16][N:17]([CH3:26])[CH2:18][CH2:19][C:13]=3[CH:12]=[CH:11]2)(=[O:9])=[O:8])[CH:6]=[CH:5][CH:4]=[CH:3][CH:2]=1. Reported procedure: A mixture of 1-phenylsulphonyl-1,4,5,6,7,8-hexahydro-8-phenylpyrrolo[2,3-d]azepine (1.24 g), formic acid (0.86 gm), 40% formaldehyde (1.3 ml), and dimethylformamide (30 ml) were refluxed for 1 hour. After evaporating to dryness, 5M hydrochloric acid was added to the residue and the solution was washed with ether three times. The aqueous solution was basified with 5M sodium hydroxide and the product was extracted into dichloromethane. The extracts were washed with water, dried and evaporated to g... Reactants: C#CC(C)(C)C, O=CC1CCCCC1. Yields the product CC(C)(C)C=CC(O)C1CCCCC1. As a reaction SMILES: [CH3:1][C:2]([C:3]#[CH:4])([CH3:5])[CH3:6].[CH:7]1([CH:13]=[O:14])[CH2:8][CH2:9][CH2:10][CH2:11][CH2:12]1>>[CH3:1][C:2]([CH:3]=[CH:4][CH:13]([CH:7]1[CH2:8][CH2:9][CH2:10][CH2:11][CH2:12]1)[OH:14])([CH3:5])[CH3:6]. The reactants are CC=1C=C(C=CC1C(F)(F)F)C1=NC(=NC(=C1)C(F)(F)F)N1C=NC(=C1)[Sn](CCCC)(CCCC)CCCC (4-(3-methyl-4-trifluoromethyl-phenyl)-2-(4-tributylstannanyl-imidazol-1-yl)-6-trifluoromethyl-pyrimidine), CC(C)(C)NS(=O)(=O)C1=CC=C(S1)Br (5-bromothiophene-2-N-tert-butylsulfonamide), CCCCCCC (heptane). The reagents and catalysts are C=1C=CC(=CC1)[P](C=2C=CC=CC2)(C=3C=CC=CC3)[Pd]([P](C=4C=CC=CC4)(C=5C=CC=CC5)C=6C=CC=CC6)([P](C=7C=CC=CC7)(C=8C=CC=CC8)C=9C=CC=CC9)[P](C=1C=CC=CC1)(C=1C=CC=CC1)C=1C=CC=CC1 (tetrakis(triphenylphosphine)palladium). Run in C1(=CC=CC=C1)C (toluene). Reaction conditions: time 1 hour. Product: C(C)(C)(C)NS(=O)(=O)C=1SC(=CC1)C=1N=CN(C1)C1=NC(=CC(=N1)C1=CC(=C(C=C1)C(F)(F)F)C)C(F)(F)F (5-{1-[4-(3-methyl-4-trifluoromethyl-phenyl)-6-trifluoromethyl-pyrimidin-2-yl]-1H-imidazol-4-yl}-thiophene-2-sulfonic acid tert-butyl amide). Isolated yield 81.4%. Reaction SMILES: [CH3:1][C:2]1[CH:3]=[C:4]([C:12]2[CH:17]=[C:16]([C:18]([F:21])([F:20])[F:19])[N:15]=[C:14]([N:22]3[CH:26]=[C:25]([Sn](CCCC)(CCCC)CCCC)[N:24]=[CH:23]3)[N:13]=2)[CH:5]=[CH:6][C:7]=1[C:8]([F:11])([F:10])[F:9].[CH3:40][C:41]([NH:44][S:45]([C:48]1[S:52][C:51](Br)=[CH:50][CH:49]=1)(=[O:47])=[O:46])([CH3:43])[CH3:42].CCCCCCC>C1(C)C=CC=CC=1.C1C=CC([P]([Pd]([P](C2C=CC=CC=2)(C2C=CC=CC=2)C2C=CC=CC=2)([P](C2C=CC=CC=2)(C2C=CC=CC=2)C2C=CC=CC=2)[P](C2C=CC=CC=2)(C2C=CC=CC=2)C2C=CC=CC=2)(C2C=CC=CC=2)C2C=CC=CC=2)=CC=1>[C:41]([NH:44][S:45]([C:48]1[S:52][C:51]([C:25]2[N:24]=[CH:23][N:22]([C:14]3[N:13]=[C:12]([C:4]4[CH:5]=[CH:6][C:7]([C:8]([F:11])([F:9])[F:10])=[C:2]([CH3:1])[CH:3]=4)[CH:17]=[C:16]([C:18]([F:21])([F:20])[F:19])[N:15]=3)[CH:26]=2)=[CH:50][CH:49]=1)(=[O:46])=[O:47])([CH3:43])([CH3:40])[CH3:42] |^1:71,73,92,111|. Reported procedure: A stirred mixture of 4-(3-methyl-4-trifluoromethyl-phenyl)-2-(4-tributylstannanyl-imidazol-1-yl)-6-trifluoromethyl-pyrimidine (Example G.7) (0.33 g, 0.5 mmol), commercially available 5-bromothiophene-2-N-tert-butylsulfonamide (0.16 g, 0.55 mmol), tetrakis(triphenylphosphine)palladium (0.035 g, 0.03 mmol) in toluene (6 mL) was heated under reflux conditions for 15 h, heptane (10 mL) was added and the mixture was stirred at RT for 1 h. The precipitate was collected by filtration and dried to yield... As a reaction SMILES: [H-].[Al+3].[Li+].[H-].[H-].[H-].[C:7]([C:9]1[CH:24]=[CH:23][C:12]([CH2:13][O:14][C:15]([C:17]2[CH:22]=[CH:21][CH:20]=[CH:19][CH:18]=2)=[CH2:16])=[CH:11][CH:10]=1)#[N:8]>>[NH2:8][CH2:7][C:9]1[CH:24]=[CH:23][C:12]([CH2:13][O:14][C:15]([C:17]2[CH:18]=[CH:19][CH:20]=[CH:21][CH:22]=2)=[CH2:16])=[CH:11][CH:10]=1 |f:0.1.2.3.4.5|. Reactants: [H-].[Al+3].[Li+].[H-].[H-].[H-] (Lithium aluminium hydride), C(#N)C1=CC=C(COC(=C)C2=CC=CC=C2)C=C1 (α-(4-cyanobenzyloxy)styrene). Yields the product NCC1=CC=C(COC(=C)C2=CC=CC=C2)C=C1 (α-[4-(Aminomethyl)benzyloxy]styrene). Procedure: Lithium aluminium hydride reduction of α-(4-cyanobenzyloxy)styrene led to this compound: 1H NMR (CD3OD) δ 3.73 (2H, br s), 4.30 (1H, d, J 3 Hz), 4.70 (1H, d, J 3 Hz), 4.72 (2H, s), 4.87 (2H, s), 7.1-7.7 (9H, m). The reactants are [Br-], O=C([O-])[O-], CCCC[N+](CCCC)(CCCC)CCCC, CN(C)C=O, FC(F)CCl, [K+], [K+], O=C1NC(=O)c2ccccc21. The product is O=C1c2ccccc2C(=O)N1CC(F)F. As a reaction SMILES: [Br-:23].[C:17](=[O:18])([O-:19])[O-:20].[CH2:24]([N+:25]([CH2:26][CH2:27][CH2:28][CH3:29])([CH2:30][CH2:31][CH2:32][CH3:33])[CH2:34][CH2:35][CH2:36][CH3:37])[CH2:38][CH2:39][CH3:40].[CH3:41][N:42]([CH3:43])[CH:44]=[O:45].[F:1][CH:2]([CH2:3][Cl:4])[F:5].[K+:21].[K+:22].[O:6]=[C:7]1[NH:8][C:9](=[O:10])[c:11]2[cH:12][cH:13][cH:14][cH:15][c:16]21>>[F:1][CH:2]([CH2:3][N:8]1[C:7](=[O:6])[c:16]2[c:11]([cH:12][cH:13][cH:14][cH:15]2)[C:9]1=[O:10])[F:5]. Reactants: N12C[C@@H](C(CC1)CC2)OC(C(C2=CC=CC=C2)(C2=CC=CC=C2)F)=O (fluoro-diphenyl-acetic acid (R)-(1-aza-bicyclo[2.2.2]oct-3-yl) ester), C1(=CC=CC=C1)OC(CBr)=O (bromo-acetic acid phenyl ester). Run in CS(=O)C (DMSO). Reaction conditions: time 8 hour. Yields the product [Br-].FC(C(=O)O[C@H]1C[N+]2(CCC1CC2)CC(=O)OC2=CC=CC=C2)(C2=CC=CC=C2)C2=CC=CC=C2 ((R)-3-(2-Fluoro-2,2-diphenyl-acetoxy)-1-phenoxycarbonylmethyl-1-azonia-bicyclo[2.2.2]-octane bromide). As a reaction SMILES: [N:1]12[CH2:8][CH2:7][CH:4]([CH2:5][CH2:6]1)[C@@H:3]([O:9][C:10](=[O:25])[C:11]([F:24])([C:18]1[CH:23]=[CH:22][CH:21]=[CH:20][CH:19]=1)[C:12]1[CH:17]=[CH:16][CH:15]=[CH:14][CH:13]=1)[CH2:2]2.[C:26]1([O:32][C:33](=[O:36])[CH2:34][Br:35])[CH:31]=[CH:30][CH:29]=[CH:28][CH:27]=1>CS(C)=O>[Br-:35].[F:24][C:11]([C:12]1[CH:17]=[CH:16][CH:15]=[CH:14][CH:13]=1)([C:18]1[CH:23]=[CH:22][CH:21]=[CH:20][CH:19]=1)[C:10]([O:9][C@@H:3]1[CH:4]2[CH2:5][CH2:6][N+:1]([CH2:34][C:33]([O:32][C:26]3[CH:31]=[CH:30][CH:29]=[CH:28][CH:27]=3)=[O:36])([CH2:8][CH2:7]2)[CH2:2]1)=[O:25] |f:3.4|. Procedure details: To a solution of fluoro-diphenyl-acetic acid (R)-(1-aza-bicyclo[2.2.2]oct-3-yl) ester [Example 109(i)] (0.034 g, 0.1 mmol) in DMSO (0.25 ml) is added bromo-acetic acid phenyl ester (0.071 ml, 0.5 mmol). The reaction mixture is left standing at room temperature overnight. Purification is carried out by chromatography on C18 silica, eluting with water:acetonitrile to yield the titled compound as a colourless oil.